From a dataset of the Open Reaction Database (ORD), a public repository of structured organic reaction records. describe an organic reaction: reactants, conditions, products, and yield Starting materials: BrC1=CC(=C(CN2C(NC3=CC(=CC=C3C2=O)Cl)=O)C=C1)F (3-(4-bromo-2-fluorobenzyl)-7-chloro-1,2,3,4-tetrahydro-2,4-dioxoquinazoline), BrCC(=O)OCC (ethyl bromoacetate), C([O-])([O-])=O.[K+].[K+] (potassium carbonate). Run in CN(C=O)C (N,N-dimethylformamide). The product is BrC1=CC(=C(CN2C(N(C3=CC(=CC=C3C2=O)Cl)CC(=O)OCC)=O)C=C1)F (ethyl 2-[3-(4-bromo-2-fluorobenzyl)-7-chloro-1,2,3,4-tetrahydro-2,4-dioxoquinazolin-1-yl]acetate). Yield: 89.8%. Reaction SMILES: [Br:1][C:2]1[CH:21]=[CH:20][C:5]([CH2:6][N:7]2[C:16](=[O:17])[C:15]3[C:10](=[CH:11][C:12]([Cl:18])=[CH:13][CH:14]=3)[NH:9][C:8]2=[O:19])=[C:4]([F:22])[CH:3]=1.Br[CH2:24][C:25]([O:27][CH2:28][CH3:29])=[O:26].C(=O)([O-])[O-].[K+].[K+]>CN(C)C=O>[Br:1][C:2]1[CH:21]=[CH:20][C:5]([CH2:6][N:7]2[C:16](=[O:17])[C:15]3[C:10](=[CH:11][C:12]([Cl:18])=[CH:13][CH:14]=3)[N:9]([CH2:24][C:25]([O:27][CH2:28][CH3:29])=[O:26])[C:8]2=[O:19])=[C:4]([F:22])[CH:3]=1 |f:2.3.4|. Procedure details: A solution of 3-(4-bromo-2-fluorobenzyl)-7-chloro-1,2,3,4-tetrahydro-2,4-dioxoquinazoline (500 mg), ethyl bromoacetate (218 mg) and potassium carbonate (360 mg) in N,N-dimethylformamide (5 ml) was stirred at 30° C. for 30 minutes. The solution was evaporated and the residue was dissolved in ethyl acetate. The solution was washed in turn with 0.5N aqueous hydrochloric acid and water, and then dried over magnesium sulfate. The solvent was removed in vacuo to give a crystalline residue, which was c...